This data is from the Open Reaction Database (ORD), a public repository of structured organic reaction records. The task is: describe an organic reaction: reactants, conditions, products, and yield As a reaction SMILES: C([Si](C)(C)[O:6][CH2:7][CH2:8][N:9]1[CH:13]=[CH:12][C:11]([NH:14][C:15](=[O:35])[CH:16]([C:24]2[CH:29]=[CH:28][C:27]([S:30]([CH3:33])(=[O:32])=[O:31])=[C:26]([Cl:34])[CH:25]=2)[CH2:17][CH:18]2[CH2:23][CH2:22][O:21][CH2:20][CH2:19]2)=[N:10]1)(C)(C)C.C(O)C>Cl.C(OCC)(=O)C>[Cl:34][C:26]1[CH:25]=[C:24]([CH:16]([CH2:17][CH:18]2[CH2:23][CH2:22][O:21][CH2:20][CH2:19]2)[C:15]([NH:14][C:11]2[CH:12]=[CH:13][N:9]([CH2:8][CH2:7][OH:6])[N:10]=2)=[O:35])[CH:29]=[CH:28][C:27]=1[S:30]([CH3:33])(=[O:32])=[O:31]. Reaction conditions: temperature 25 celsius, time 30 minute. The reagents and catalysts are Cl (hydrochloric acid). Reactants: C(C)(C)(C)[Si](OCCN1N=C(C=C1)NC(C(CC1CCOCC1)C1=CC(=C(C=C1)S(=O)(=O)C)Cl)=O)(C)C (N-{1-[2-(tert-butyl-dimethyl-silanyloxy)-ethyl]-1H-pyrazol-3-yl}-2-(3-chloro-4-methanesulfonyl-phenyl)-3-(tetrahydro-pyran-4-yl)-propionamide), C(C)O (ethanol). Procedure details: In a flask containing N-{1-[2-(tert-butyl-dimethyl-silanyloxy)-ethyl]-1H-pyrazol-3-yl}-2-(3-chloro-4-methanesulfonyl-phenyl)-3-(tetrahydro-pyran-4-yl)-propionamide (150 mg, 0.26 mmol) was added ethanol (5 mL) and concentrated hydrochloric acid (three drops) and was stirred at 25° C. for 30 minutes. It was then diluted with ethyl acetate (50 mL) and washed with water (1×20 mL) and saturated aqueous brine solution (1×20 mL). The organic layer was then dried over sodium sulfate and absorbed onto si... Yield: 90.3%. The product is ClC=1C=C(C=CC1S(=O)(=O)C)C(C(=O)NC1=NN(C=C1)CCO)CC1CCOCC1 (2-(3-chloro-4-methanesulfonyl-phenyl)-N-[1-(2-hydroxy-ethyl)-1H-pyrazol-3-yl]-3-(tetrahydro-pyran-4-yl)-propionamide). Solvent: C(C)(=O)OCC (ethyl acetate). Reactants: C(#N)C(C(=O)N)=C(C1=CC=C(C=C1)C)SC (2-cyano-3-methylthio-3-(4-tolyl) acrylamide), Cl.C1(=C(C=CC=C1)NN)C (2-tolylhydrazine hydrochloride), [OH-].[Na+] (sodium hydroxide), C(#N)C(C(=O)N)=C(C1=CC=C(C=C1)C)SC (2-cyano-3-methylthio-3-(4-tolyl)acrylamide), crude product, C(C)(=O)OCC (ethyl acetate). The solvent is CCCCCC (hexane). Product: NC1=C(C(=NN1C1=C(C=CC=C1)C)C1=CC=C(C=C1)C)C(=O)N (5-Amino-1-(2-tolyl)-3-(4-tolyl)pyrazole-4-carboxamide). Yield: 4.9%. RXN SMILES: [C:1]([C:3](=[C:7](SC)[C:8]1[CH:13]=[CH:12][C:11]([CH3:14])=[CH:10][CH:9]=1)[C:4]([NH2:6])=[O:5])#[N:2].Cl.[C:18]1([CH3:26])[CH:23]=[CH:22][CH:21]=[CH:20][C:19]=1[NH:24][NH2:25].[OH-].[Na+].C(OCC)(=O)C>CCCCCC>[NH2:2][C:1]1[N:24]([C:19]2[CH:20]=[CH:21][CH:22]=[CH:23][C:18]=2[CH3:26])[N:25]=[C:7]([C:8]2[CH:13]=[CH:12][C:11]([CH3:14])=[CH:10][CH:9]=2)[C:3]=1[C:4]([NH2:6])=[O:5] |f:1.2,3.4|. Procedure: The title compound was prepared from 2-cyano-3-methylthio-3-(4-tolyl) acrylamide (464 mg, 2.0 mmol), 2-tolylhydrazine hydrochloride (350 mg, 2.2 mmol) and sodium hydroxide (88 mg, 2.2 mmol) following the procedure used for the compound of Example 12. The crude product was subjected to column chromatography (SiO2, 75% ethyl acetate in hexane) to give the title compound as a yellow solid (30 mg) m.p. 133-135°. δH (CDCl3) 7.52 (2H, d, J 8.1 Hz), 7.38 (4H, m), 7.28 (2H, d, J 7.4 Hz), 5.40 (4H, m), 2... Reactants: NCCc1ccccc1, Cc1cc2c(c3c1CCCC3=O)CCC(=O)N2, CCO, Cl. Yields the product Cc1cc2c(c3c1CCC(CNCCc1ccccc1)C3=O)CCC(=O)N2, Cl. As a reaction SMILES: [CH2:2]([CH2:3][c:4]1[cH:5][cH:6][cH:7][cH:8][cH:9]1)[NH2:10].[CH3:11][c:12]1[c:13]2[c:14]([c:15]3[c:20]([cH:21]1)[NH:19][C:18](=[O:22])[CH2:17][CH2:16]3)[C:23](=[O:27])[CH2:24][CH2:25][CH2:26]2.[CH3:28][CH2:29][OH:30].[ClH:1]>>[CH2:2]([CH2:3][c:4]1[cH:5][cH:6][cH:7][cH:8][cH:9]1)[NH:10][CH2:28][CH:24]1[C:23](=[O:27])[c:14]2[c:13]([c:12]([CH3:11])[cH:21][c:20]3[c:15]2[CH2:16][CH2:17][C:18](=[O:22])[NH:19]3)[CH2:26][CH2:25]1.[ClH:1]. Reactants: [Cl-].[Na+] (sodium chloride), [H-].[Na+] (sodium hydride), FC1=C(C=C(C=C1)F)[N+](=O)[O-] (2,5-difluoronitrobenzene), SC=1N(C=CN1)C (2-mercapto-1-methylimidazole). Solvent: O (water), C(C)(=O)O (acetic acid), CN(C=O)C (N,N-dimethylformamide). Reaction conditions: time 30 minute. The product is FC1=CC(=C(C=C1)SC=1N(C=CN1)C)[N+](=O)[O-] (2-[(4-Fluoro-2-nitrophenyl)thio]-1-methyl-1H-imidazole). Isolated yield 27.6%. As a reaction SMILES: [H-].[Na+].[SH:3][C:4]1[N:5]([CH3:9])[CH:6]=[CH:7][N:8]=1.F[C:11]1[CH:16]=[CH:15][C:14]([F:17])=[CH:13][C:12]=1[N+:18]([O-:20])=[O:19].[Cl-].[Na+]>CN(C)C=O.O.C(O)(=O)C>[F:17][C:14]1[CH:15]=[CH:16][C:11]([S:3][C:4]2[N:5]([CH3:9])[CH:6]=[CH:7][N:8]=2)=[C:12]([N+:18]([O-:20])=[O:19])[CH:13]=1 |f:0.1,4.5|. Reported procedure: To a mixture of 0.6 g of 60% sodium hydride in mineral oil in 25 ml of N,N-dimethylformamide was added 1.1 g (10 mmoles) of 2-mercapto-1-methylimidazole. After stirring for 30 minutes, 1.6 g (10 mmoles) of 2,5-difluoronitrobenzene was added and the mixture stirred at room temperature for 16 hours. After adding 0.5 ml of acetic acid, the mixture was poured into a mixture of ice, water and sodium chloride. After standing for 1 hour the solid was collected by filtration, washed with water and dried... The reactants are C(=C)[Mg]Br (vinylmagnesium bromide), ClC1=C(COC2OCCCC2)C=C(C(=C1)C)[N+](=O)[O-] ((±)-2-((2-chloro-4-methyl-5-nitrobenzyl)oxy)tetrahydro-2H-pyran). The solvent is C1CCOC1 (THF). Conditions: time 2 hour. Product: ClC=1C(=C2C=CNC2=C(C1)C)COC1OCCCC1 ((±)-5-Chloro-7-methyl-4-(((tetrahydro-2H-pyran-2-yl)oxy)methyl)-1H-indole). RXN SMILES: [CH:1]([Mg]Br)=[CH2:2].[Cl:5][C:6]1[CH:19]=[C:18]([CH3:20])[C:17]([N+:21]([O-])=O)=[CH:16][C:7]=1[CH2:8][O:9][CH:10]1[CH2:15][CH2:14][CH2:13][CH2:12][O:11]1>C1COCC1>[Cl:5][C:6]1[C:7]([CH2:8][O:9][CH:10]2[CH2:15][CH2:14][CH2:13][CH2:12][O:11]2)=[C:16]2[C:17](=[C:18]([CH3:20])[CH:19]=1)[NH:21][CH:2]=[CH:1]2. Reported procedure: To a suspension of vinylmagnesium bromide (1M in THF, 200 mL, 200 mmol) was added dropwise (±)-2-((2-chloro-4-methyl-5-nitrobenzyl)oxy)tetrahydro-2H-pyran (14 g, 49.0 mmol) in THF (40 mL) below −20° C. After completion of the addition, the flask was removed from the ice bath with stirring. After 2 h, the reaction mixture was cooled to below −20° C. The reaction was quenched with MeOH with maintaining the temperature below 0° C. The mixture was diluted with CH2Cl2 and H2O. The mixture was filtere... The reactants are CC1=C(N)C=CC(=C1)[N+](=O)[O-] (2-methyl-4-nitro-aniline), O=C(OC(Cl)(Cl)Cl)Cl (diphosgene). Run in C1(=CC=CC=C1)C (toluene). Product: N(=C=O)C1=C(C=C(C=C1)[N+](=O)[O-])C (4-isocyanato-3-methyl-1-nitro-benzene). RXN SMILES: [CH3:1][C:2]1[CH:8]=[C:7]([N+:9]([O-:11])=[O:10])[CH:6]=[CH:5][C:3]=1[NH2:4].[O:12]=[C:13](Cl)OC(Cl)(Cl)Cl>C1(C)C=CC=CC=1>[N:4]([C:3]1[CH:5]=[CH:6][C:7]([N+:9]([O-:11])=[O:10])=[CH:8][C:2]=1[CH3:1])=[C:13]=[O:12]. Reported procedure: 7.50 g (49.3 mmol) 2-methyl-4-nitro-aniline are combined with 7.20 ml (59.2 mmol) diphosgene in 200 ml of toluene and refluxed for 2 h with stirring. The reaction mixture is evaporated down i. vac., the residue is twice taken up in toluene and evaporated down completely i. vac. The residue is further reacted without any further purification. The reactants are CC(C)(C=C(F)CBr)c1ccc(Cl)cc1, O=C([O-])[O-], Cc1ccccc1, CCO, OB(O)c1ccc(F)c(Oc2ccccc2)c1, [K+], [K+]. The product is CC(C)(C=C(F)Cc1ccc(F)c(Oc2ccccc2)c1)c1ccc(Cl)cc1. Reaction SMILES: [Br:1][CH2:2][C:3](=[CH:4][C:5]([CH3:6])([CH3:7])[c:8]1[cH:9][cH:10][c:11]([Cl:14])[cH:12][cH:13]1)[F:15].[C:16](=[O:17])([O-:18])[O-:19].[CH3:39][c:40]1[cH:41][cH:42][cH:43][cH:44][cH:45]1.[CH3:46][CH2:47][OH:48].[F:22][c:23]1[c:24]([O:32][c:33]2[cH:34][cH:35][cH:36][cH:37][cH:38]2)[cH:25][c:26]([B:29]([OH:30])[OH:31])[cH:27][cH:28]1.[K+:20].[K+:21]>>[CH2:2]([C:3](=[CH:4][C:5]([CH3:6])([CH3:7])[c:8]1[cH:9][cH:10][c:11]([Cl:14])[cH:12][cH:13]1)[F:15])[c:26]1[cH:25][c:24]([O:32][c:33]2[cH:34][cH:35][cH:36][cH:37][cH:38]2)[c:23]([F:22])[cH:28][cH:27]1.